From a dataset of the Open Reaction Database (ORD), a public repository of structured organic reaction records. describe an organic reaction: reactants, conditions, products, and yield Reactants: CC(=O)O, CC(=O)OCC1OC(n2c(=O)sc3c(Cl)nc(N)nc32)C(OC(C)=O)C1OC(C)=O. Yields the product CC(=O)OCC1OC(n2c(=O)sc3cnc(N)nc32)C(OC(C)=O)C1OC(C)=O. Reaction SMILES: [CH3:31][C:32](=[O:33])[OH:34].[NH2:1][c:2]1[n:3][c:4]([Cl:30])[c:5]2[c:6]([n:7]1)[n:8]([CH:12]1[CH:13]([O:14][C:15]([CH3:16])=[O:17])[CH:18]([O:19][C:20]([CH3:21])=[O:22])[CH:23]([CH2:25][O:26][C:27]([CH3:28])=[O:29])[O:24]1)[c:9](=[O:11])[s:10]2>>[NH2:1][c:2]1[n:3][cH:4][c:5]2[c:6]([n:7]1)[n:8]([CH:12]1[CH:13]([O:14][C:15]([CH3:16])=[O:17])[CH:18]([O:19][C:20]([CH3:21])=[O:22])[CH:23]([CH2:25][O:26][C:27]([CH3:28])=[O:29])[O:24]1)[c:9](=[O:11])[s:10]2. The reactants are COC(C(CC1CCCC1)C1=CC=C(C=C1)I)=O (3-cyclopentyl-2-(4-iodo-phenyl)-propionic acid methyl ester), N1=CC=C(C=C1)B(O)O (pyridine-4-boronic acid), C([O-])([O-])=O.[Na+].[Na+] (sodium carbonate). Reagents/catalysts: Cl[Pd]([P](C1=CC=CC=C1)(C2=CC=CC=C2)C3=CC=CC=C3)([P](C4=CC=CC=C4)(C5=CC=CC=C5)C6=CC=CC=C6)Cl (dichlorobis(triphenylphosphine)palladium(II)). Run in COCCOC (1,2-dimethoxyethane), O (water). Reaction conditions: temperature 25 celsius, time 10 minute. Yields the product COC(C(CC1CCCC1)C1=CC=C(C=C1)C1=CC=NC=C1)=O (3-cyclopentyl-2-(4-pyridin-4-yl-phenyl)-propionic acid methyl ester). Isolated yield 27.8%. RXN SMILES: [CH3:1][O:2][C:3](=[O:18])[CH:4]([C:11]1[CH:16]=[CH:15][C:14](I)=[CH:13][CH:12]=1)[CH2:5][CH:6]1[CH2:10][CH2:9][CH2:8][CH2:7]1.[N:19]1[CH:24]=[CH:23][C:22](B(O)O)=[CH:21][CH:20]=1.C(=O)([O-])[O-].[Na+].[Na+]>COCCOC.O.Cl[Pd](Cl)([P](C1C=CC=CC=1)(C1C=CC=CC=1)C1C=CC=CC=1)[P](C1C=CC=CC=1)(C1C=CC=CC=1)C1C=CC=CC=1>[CH3:1][O:2][C:3](=[O:18])[CH:4]([C:11]1[CH:16]=[CH:15][C:14]([C:22]2[CH:23]=[CH:24][N:19]=[CH:20][CH:21]=2)=[CH:13][CH:12]=1)[CH2:5][CH:6]1[CH2:10][CH2:9][CH2:8][CH2:7]1 |f:2.3.4,^1:43,62|. Reported procedure: A slurry of dichlorobis(triphenylphosphine)palladium(II) (119 mg, 0.17 mmol) in 1,2-dimethoxyethane (10 mL) was treated with 3-cyclopentyl-2-(4-iodo-phenyl)-propionic acid methyl ester (1.00 g, 2.79 mmol). The reaction slurry was stirred at 25° C. for 10 min and then treated with a solution of pyridine-4-boronic acid (515 mg, 4.19 mmol) and a 2M aqueous sodium carbonate solution (2.8 mL, 5.58 mmol) in water (5 mL). The resulting reaction mixture was heated under reflux for 8 h. The reaction mixt...